From a dataset of the Open Reaction Database (ORD), a public repository of structured organic reaction records. describe an organic reaction: reactants, conditions, products, and yield The reactants are BrB(Br)Br, COc1cc2ccncc2cc1Br, ClCCl. The product is Oc1cc2ccncc2cc1Br. Reaction SMILES: [B:1]([Br:2])([Br:3])[Br:4].[Br:5][c:6]1[c:7]([O:16][CH3:17])[cH:8][c:9]2[cH:10][cH:11][n:12][cH:13][c:14]2[cH:15]1.[Cl:18][CH2:19][Cl:20]>>[Br:5][c:6]1[c:7]([OH:16])[cH:8][c:9]2[cH:10][cH:11][n:12][cH:13][c:14]2[cH:15]1.